Dataset: the Open Reaction Database (ORD), a public repository of structured organic reaction records. Task: describe an organic reaction: reactants, conditions, products, and yield The reactants are CCOC(=O)C(=NO)c1cccc(C(=O)c2ccccc2)c1, O=C([O-])O, CN(C)C=O, Cc1oc(-c2ccccc2)nc1COc1ccc(CCl)cc1, Cl, [H-], [Na+], [Na+]. Yields the product CCOC(=O)C(=NOCc1ccc(OCc2nc(-c3ccccc3)oc2C)cc1)c1cccc(C(=O)c2ccccc2)c1. As a reaction SMILES: [C:3]([c:4]1[cH:5][cH:6][cH:7][cH:8][cH:9]1)(=[O:10])[c:11]1[cH:12][c:13]([C:17]([C:18](=[O:19])[O:20][CH2:21][CH3:22])=[N:23][OH:24])[cH:14][cH:15][cH:16]1.[C:48](=[O:49])([OH:50])[O-:51].[CH3:53][N:54]([CH3:55])[CH:56]=[O:57].[Cl:25][CH2:26][c:27]1[cH:28][cH:29][c:30]([O:31][CH2:32][c:33]2[n:34][c:35](-[c:39]3[cH:40][cH:41][cH:42][cH:43][cH:44]3)[o:36][c:37]2[CH3:38])[cH:45][cH:46]1.[ClH:47].[H-:1].[Na+:2].[Na+:52]>>[C:3]([c:4]1[cH:5][cH:6][cH:7][cH:8][cH:9]1)(=[O:10])[c:11]1[cH:12][c:13]([C:17]([C:18](=[O:19])[O:20][CH2:21][CH3:22])=[N:23][O:24][CH2:26][c:27]2[cH:28][cH:29][c:30]([O:31][CH2:32][c:33]3[n:34][c:35](-[c:39]4[cH:40][cH:41][cH:42][cH:43][cH:44]4)[o:36][c:37]3[CH3:38])[cH:45][cH:46]2)[cH:14][cH:15][cH:16]1. Starting materials: C(C)C=1NC(C2=C(N1)N(C(S2)=S)C)=O (5-ethyl-3-methyl-6H-thiazolo[4,5-d]pyrimidin-7-one-2thione), resultant mixture, Cl (hydrochloric acid). Run in [OH-].[Na+] (sodium hydroxide). Reaction conditions: temperature 4 celsius. The product is C(C)C1=NC(=C(C(N1)=O)S)NC (2-ethyl-5-mercapto-6-methylamino-3H-pyrimidin-4-one). The yield is 85.2%. RXN SMILES: [CH2:1]([C:3]1[NH:4][C:5](=[O:14])[C:6]2[S:11][C:10](=S)[N:9](C)[C:7]=2[N:8]=1)[CH3:2].Cl>[OH-].[Na+]>[CH2:1]([C:3]1[NH:4][C:5](=[O:14])[C:6]([SH:11])=[C:7]([NH:9][CH3:10])[N:8]=1)[CH3:2] |f:2.3|. Procedure details: 5-Ethyl-3-methyl-6H-thiazolo[4,5-d]pyrimidin-7-one-2-thione (9.5 g, 41.8 mmole) from Example 108 was suspended in approximately 500 ml of 4N sodium hydroxide solution. The resultant mixture was refluxed for 2 to 4 hours, followed by cooling at approximately 4° C. for about 20 hours. The mixture was slowly acidified with concentrated hydrochloric acid; the solid was separated by filtration and dried, providing 6.6 g (85%) of 2-ethyl-5-mercapto-6-methylamino-3H-pyrimidin-4-one. Infrared and nuclea... As a reaction SMILES: [CH3:1][C:2]1([CH3:10])[CH2:7][CH2:6][C:5](=O)[CH2:4][C:3]1=[O:9].[Br:11][C:12]1[C:13]([OH:21])=[C:14]([CH:17]=[C:18]([Cl:20])[CH:19]=1)[CH:15]=O.[NH2:22][C:23]1[CH:27]=[CH:26][NH:25][N:24]=1>>[Br:11][C:12]1[C:13]([OH:21])=[C:14]([CH:15]2[C:4]3[C:3](=[O:9])[C:2]([CH3:10])([CH3:1])[CH2:7][CH2:6][C:5]=3[NH:22][C:23]3=[CH:27][CH:26]=[N:25][N:24]23)[CH:17]=[C:18]([Cl:20])[CH:19]=1. Yields the product BrC=1C(=C(C=C(C1)Cl)C1N2C(NC=3CCC(C(C13)=O)(C)C)=CC=N2)O (9-(3-Bromo-5-chloro-2-hydroxyphenyl)-7,7-dimethyl-5,6,7,9-tetrahydropyrazolo[5,1-b]quinazolin-8(4H)-one). Procedure: 4,4-Dimethyl-1,3-cyclohexanedione, 3-bromo-5-chloro-2-hydroxybenzaldehyde and 3-aminopyrazole were processed as described in General Procedure A to provide the title compound. Reactants: CC1(C(CC(CC1)=O)=O)C (4,4-Dimethyl-1,3-cyclohexanedione), BrC=1C(=C(C=O)C=C(C1)Cl)O (3-bromo-5-chloro-2-hydroxybenzaldehyde), NC1=NNC=C1 (3-aminopyrazole). Reactants: NC1=C(C(=NC=N1)N[C@@H](C)C1=NN2C(C(N1C1=CC=CC=C1)=O)=C(C=C2)C)Br ((S)-2-(1-((6-amino-5-bromopyrimidin-4-yl)amino)ethyl)-5-methyl-3-phenylpyrrolo[2,1-f][1,2,4]triazin-4(3H)-one), COC=1C=C(N)C=C(C1)B1OC(C(O1)(C)C)(C)C (3-methoxy-5-(4,4,5,5-tetramethyl-1,3,2-dioxaborolan-2-yl)aniline), aqueous solution, C([O-])([O-])=O.[Cs+].[Cs+] (cesium carbonate). Run in O1CCOCC1 (dioxane), C(C)(=O)OCC (ethyl acetate). Run at temperature 100 celsius, time 18 hour. Yields the product NC1=C(C(=NC=N1)N[C@@H](C)C1=NN2C(C(N1C1=CC=CC=C1)=O)=C(C=C2)C)C2=CC(=CC(=C2)OC)N ((S)-2-(1-((6-Amino-5-(3-amino-5-methoxyphenyl)pyrimidin-4-yl)amino)ethyl)-5-methyl-3-phenylpyrrolo[2,1-f][1,2,4]triazin-4(3H)-one). The yield is 53.0%. RXN SMILES: [NH2:1][C:2]1[N:7]=[CH:6][N:5]=[C:4]([NH:8][C@H:9]([C:11]2[N:16]([C:17]3[CH:22]=[CH:21][CH:20]=[CH:19][CH:18]=3)[C:15](=[O:23])[C:14]3=[C:24]([CH3:27])[CH:25]=[CH:26][N:13]3[N:12]=2)[CH3:10])[C:3]=1Br.[CH3:29][O:30][C:31]1[CH:32]=[C:33]([CH:35]=[C:36](B2OC(C)(C)C(C)(C)O2)[CH:37]=1)[NH2:34].C(=O)([O-])[O-].[Cs+].[Cs+]>O1CCOCC1.C(OCC)(=O)C>[NH2:1][C:2]1[N:7]=[CH:6][N:5]=[C:4]([NH:8][C@H:9]([C:11]2[N:16]([C:17]3[CH:22]=[CH:21][CH:20]=[CH:19][CH:18]=3)[C:15](=[O:23])[C:14]3=[C:24]([CH3:27])[CH:25]=[CH:26][N:13]3[N:12]=2)[CH3:10])[C:3]=1[C:36]1[CH:37]=[C:31]([O:30][CH3:29])[CH:32]=[C:33]([NH2:34])[CH:35]=1 |f:2.3.4|. Reported procedure: To a solution of (S)-2-(1-((6-amino-5-bromopyrimidin-4-yl)amino)ethyl)-5-methyl-3-phenylpyrrolo[2,1-f][1,2,4]triazin-4(3H)-one (150 mg, 0.34 mmol) were added (3-methoxy-5-(4,4,5,5-tetramethyl-1,3,2-dioxaborolan-2-yl)aniline (86 mg, 0.34 mmol), 1,1′-bis(diphenylphosphino)ferrocene-palladium(II)dichloride dichloromethane complex (27 mg, 0.03 mmol) and 340 μl of a 2M aqueous solution of cesium carbonate in dioxane (2 ml). The mixture was stirred under argon atmosphere at 100° C. for 18 hours and th... Reactants: CS(=O)(=O)Cl, CN(C)c1ccncc1, ClCCl, CC(C)(C)OC(=O)N1CC2CC(O)CC2C1. The product is CC(C)(C)OC(=O)N1CC2CC(OS(C)(=O)=O)CC2C1. Reaction SMILES: [CH3:17][S:18]([Cl:19])(=[O:20])=[O:21].[CH3:22][N:23]([c:24]1[cH:25][cH:26][n:27][cH:28][cH:29]1)[CH3:30].[Cl:31][CH2:32][Cl:33].[OH:1][CH:2]1[CH2:3][CH:4]2[CH:5]([CH2:6][N:7]([C:9](=[O:10])[O:11][C:12]([CH3:13])([CH3:14])[CH3:15])[CH2:8]2)[CH2:16]1>>[O:1]([CH:2]1[CH2:3][CH:4]2[CH:5]([CH2:6][N:7]([C:9](=[O:10])[O:11][C:12]([CH3:13])([CH3:14])[CH3:15])[CH2:8]2)[CH2:16]1)[S:18]([CH3:17])(=[O:20])=[O:21]. The reactants are C(C)OC(CN(CCC=1SC=CC1)C(=O)OCC)=O ([Ethoxycarbonyl-(2-thiophen-2-yl-ethyl)-amino]-acetic acid ethyl ester), N1=C(C=CC=C1)C1=NC=CC=C1 (bipyridyl), [F-].[K+] (KF), C[Si](C)(C)C(F)(F)F (trimethylsilyltrifluoromethane). Reagents/catalysts: [Cu]I (CuI). Solvent: CN(C)C=O (DMF), CN1CCCC1=O (NMP). Reaction conditions: temperature 80 celsius. Yields the product C(C)OC(=O)N1CCC2=C(CC1)C=C(S2)C(F)(F)F (2-Trifluoromethyl-4,5,7,8-tetrahydro-thieno[2,3-d]azepine-6-carboxylic acid ethyl ester). Reaction SMILES: C(O[C:4](=O)[CH2:5][N:6]([C:14]([O:16][CH2:17][CH3:18])=[O:15])[CH2:7][CH2:8][C:9]1[S:10][CH:11]=[CH:12][CH:13]=1)C.N1C=CC=CC=1C1C=CC=CN=1.[F-].[K+].C[Si]([C:38]([F:41])([F:40])[F:39])(C)C>CN(C=O)C.[Cu]I.CN1C(=O)CCC1>[CH2:17]([O:16][C:14]([N:6]1[CH2:5][CH2:4][C:13]2[CH:12]=[C:11]([C:38]([F:41])([F:40])[F:39])[S:10][C:9]=2[CH2:8][CH2:7]1)=[O:15])[CH3:18] |f:2.3|. Reported procedure: A solution of the product from step a.) (75 mg, 0.21 mmol) in DMF (0.5 ml) and NMP (0.5 ml) was treated with bipyridyl (43 mg, 0.27 mmol), CuI (44 mg, 0.23 mmol), KF (13 mg, 0.23 mmol) and trimethylsilyltrifluoromethane (2.1 ml, 1.05 mmol). The reaction mixture was heated to 80° C. for 3 days. The reaction was cooled and filtered through celite washing with EtOAc (20 ml). The eluent was washed with brine (2×3 ml) and dried (MgSO4) providing the subtitle compound as a brown oil that was used with... The reactants are C1(=CC(=CC=C1)C1=NC=C(C(=C1)C)Br)C1=CC=CC=C1 (2-([1,1′-Biphenyl]-3-yl)-5-bromo-4-methylpyridine), CB1OB(OB(O1)C)C (2,4,6-trimethyl-1,3,5,2,4,6-trioxatriborinane), O.[O-]P(=O)([O-])[O-].[K+].[K+].[K+] (potassium phosphate tribasic monohydrate), C1(=CC=CC=C1)C (toluene). Reagents/catalysts: C=1C=CC(=CC1)/C=C/C(=O)/C=C/C2=CC=CC=C2.C=1C=CC(=CC1)/C=C/C(=O)/C=C/C2=CC=CC=C2.C=1C=CC(=CC1)/C=C/C(=O)/C=C/C2=CC=CC=C2.[Pd].[Pd] (Pd2dba3), C1(CCCCC1)P(C=1C=C(C=CC1)C1=C(C=CC=C1OC)OC)C1CCCCC1 (dicyclohexyl(2′,6′-dimethoxy-[1,1′-biphenyl]-3-yl)phosphine). The solvent is O (water). Yields the product C1(=CC(=CC=C1)C1=NC=C(C(=C1)C)C)C1=CC=CC=C1 (2-([1,1′-biphenyl]-3-yl)-4,5-dimethylpyridine). Yield: 86.9%. Reaction SMILES: [C:1]1([C:15]2[CH:20]=[CH:19][CH:18]=[CH:17][CH:16]=2)[CH:6]=[CH:5][CH:4]=[C:3]([C:7]2[CH:12]=[C:11]([CH3:13])[C:10](Br)=[CH:9][N:8]=2)[CH:2]=1.[CH3:21]B1OB(C)OB(C)O1.O.[O-]P([O-])([O-])=O.[K+].[K+].[K+].C1(C)C=CC=CC=1>C1C=CC(/C=C/C(/C=C/C2C=CC=CC=2)=O)=CC=1.C1C=CC(/C=C/C(/C=C/C2C=CC=CC=2)=O)=CC=1.C1C=CC(/C=C/C(/C=C/C2C=CC=CC=2)=O)=CC=1.[Pd].[Pd].C1(P(C2CCCCC2)C2C=C(C3C(OC)=CC=CC=3OC)C=CC=2)CCCCC1.O>[C:1]1([C:15]2[CH:20]=[CH:19][CH:18]=[CH:17][CH:16]=2)[CH:6]=[CH:5][CH:4]=[C:3]([C:7]2[CH:12]=[C:11]([CH3:13])[C:10]([CH3:21])=[CH:9][N:8]=2)[CH:2]=1 |f:2.3.4.5.6,8.9.10.11.12|. Reported procedure: 2-([1,1′-Biphenyl]-3-yl)-5-bromo-4-methylpyridine 11.5 g (35.5 mmol), 2,4,6-trimethyl-1,3,5,2,4,6-trioxatriborinane (5.57 g, 44.3 mmol), dicyclohexyl(2′,6′-dimethoxy-[1,1′-biphenyl]-3-yl)phosphine (1.2 g, 2.84 mmol), Pd2dba3 (0.650 g, 0.709 mmol) and potassium phosphate tribasic monohydrate, 250 mL toluene and 25 mL of water were placed in flask under nitrogen. The reaction mixture was degassed with nitrogen for 20 minutes and heated to reflux for 24 h. After cooling, the organic layer was separ... Reactants: C(=O)([O-])[O-].[Na+].[Na+] (Na2CO3), IC1=CC=CC=C1 (iodobenzene), B(OCCCC)(OCCCC)OCCCC (tri-n-butyl borate), solution, C(=O)=O.CO (dry ice methanol), BrC1=C(SC(=C1)Br)OC (3,5-dibromo-2-methoxythiophene). Reagents/catalysts: C=1C=CC(=CC1)[P](C=2C=CC=CC2)(C=3C=CC=CC3)[Pd]([P](C=4C=CC=CC4)(C=5C=CC=CC5)C=6C=CC=CC6)([P](C=7C=CC=CC7)(C=8C=CC=CC8)C=9C=CC=CC9)[P](C=1C=CC=CC1)(C=1C=CC=CC1)C=1C=CC=CC1 (Pd(Ph3P)4). Run in CCCCCC (hexane), C1CCOC1 (THF). Reaction conditions: temperature 70 celsius, time 1 hour. Product: BrC1=C(SC(=C1)C1=CC=CC=C1)OC (3-bromo-2-methoxy-5-phenylthiophene). RXN SMILES: [Br:1][C:2]1[CH:6]=[C:5](Br)[S:4][C:3]=1[O:8][CH3:9].C(=O)=O.CO.B(OCCCC)(OCCCC)OCCCC.C([O-])([O-])=O.[Na+].[Na+].I[C:38]1[CH:43]=[CH:42][CH:41]=[CH:40][CH:39]=1>C1C=CC([P]([Pd]([P](C2C=CC=CC=2)(C2C=CC=CC=2)C2C=CC=CC=2)([P](C2C=CC=CC=2)(C2C=CC=CC=2)C2C=CC=CC=2)[P](C2C=CC=CC=2)(C2C=CC=CC=2)C2C=CC=CC=2)(C2C=CC=CC=2)C2C=CC=CC=2)=CC=1.CCCCCC.C1COCC1>[Br:1][C:2]1[CH:6]=[C:5]([C:38]2[CH:43]=[CH:42][CH:41]=[CH:40][CH:39]=2)[S:4][C:3]=1[O:8][CH3:9] |f:1.2,4.5.6,^1:47,49,68,87|. Procedure: 250 ml of anhydrous THF was added into 24 g (88 mmol) of 3,5-dibromo-2-methoxythiophene and was cooled to be −78° C. with dry ice-methanol. Then, 56 ml (92 mmol) of a solution containing 15% n-butylithium hexane was slowly dripped into it. After being stirred for 1 hour, 32 ml (123 mmol) of tri-n-butyl borate was slowly dripped into it and stirred for 2 hours. After being returned to a room temperature, 90 ml of 20 wt % Na2CO3, 18 g (88 mmol) of iodobenzene, and 4.4 g (0.36 mmol) of Pd(Ph3P)4 we... Reactants: C(C1=CC=CC=C1)=O (benzaldehyde), N1C(=CC=C1)C=O (2-pyrrolecarboxaldehyde), FC1=CC=C(C=C1)N1C=C(C(C2=CC(=C(C=C12)N1CC(CC1)N)F)=O)C(=O)O (1-p-fluorophenyl-6-fluoro-1,4-dihydro-4-oxo-7-(3-amino-1-pyrrolidinyl)-quinoline-3-carboxylic acid). Product: FC1=CC=C(C=C1)N1C=C(C(C2=CC(=C(C=C12)N1CC(CC1)N=CC1=CC=C(C=C1)C)F)=O)C(=O)O (1-p-fluorophenyl-6-fluoro-1,4-dihydro-4-oxo-7-(3-(4-methylbenzylidene)amino-1-pyrrolidinyl)-quinoline-3-carboxylic acid). Reaction SMILES: [CH:1](=O)[C:2]1[CH:7]=[CH:6][CH:5]=[CH:4][CH:3]=1.N1C=CC=[C:10]1C=O.[F:16][C:17]1[CH:22]=[CH:21][C:20]([N:23]2[C:32]3[C:27](=[CH:28][C:29]([F:39])=[C:30]([N:33]4[CH2:37][CH2:36][CH:35]([NH2:38])[CH2:34]4)[CH:31]=3)[C:26](=[O:40])[C:25]([C:41]([OH:43])=[O:42])=[CH:24]2)=[CH:19][CH:18]=1>>[F:16][C:17]1[CH:22]=[CH:21][C:20]([N:23]2[C:32]3[C:27](=[CH:28][C:29]([F:39])=[C:30]([N:33]4[CH2:37][CH2:36][CH:35]([N:38]=[CH:1][C:2]5[CH:7]=[CH:6][C:5]([CH3:10])=[CH:4][CH:3]=5)[CH2:34]4)[CH:31]=3)[C:26](=[O:40])[C:25]([C:41]([OH:43])=[O:42])=[CH:24]2)=[CH:19][CH:18]=1. Procedure details: In the described fashion of Example 1 replacing benzaldehyde with with 2-pyrrolecarboxaldehyde and using the acid (1) (R=cyclopropyl) described in Example 19 one can obtain 1-cyclopropyl-6-fluoro-1,4-dihydro-4-oxo-7-(3-(2-pyrrylidene)amino-1-pyrrolidinyl)-quinoline-3-carboxylic acid (3) (R=cyclopropyl, Z=2-pyrrole).